This data is from the Open Reaction Database (ORD), a public repository of structured organic reaction records. The task is: describe an organic reaction: reactants, conditions, products, and yield Reactants: Cl.C(C1=CC=CC=C1)N1CC(OCC1)CN1C(N(C2=C1C=CC(=C2)Cl)C2=CC=CC=C2)=O (4-benzyl-2-(1-phenyl-6-chloro-2,3-dihydro-benzimidazol-2-on-3-yl-methyl)-morpholine hydrochloride), Cl.CN1C(N(C2=C1C=CC=C2)CC2CNCCO2)=O (2-(1-methyl-2,3-dihydrobenzimidazol-2-on-3-yl-methyl)-morpholine hydrochloride), C(\C=C/C(=O)O)(=O)O (maleic acid). Run in C(C)(C)O (isopropyl alcohol), C(C)(C)O (isopropanol). Yields the product C(\C=C/C(=O)O)(=O)O.C1(=CC=CC=C1)N1C(N(C2=C1C=C(C=C2)Cl)CC2CNCCO2)=O (2-(1-phenyl-6-chloro-2,3-dihydro-benzimidazol-2-on-3-yl-methyl)-morpholine maleate). RXN SMILES: Cl.C([N:9]1[CH2:14][CH2:13][O:12][CH:11]([CH2:15][N:16]2[C:20]3[CH:21]=[CH:22][C:23]([Cl:25])=[CH:24][C:19]=3[N:18]([C:26]3[CH:31]=[CH:30][CH:29]=[CH:28][CH:27]=3)[C:17]2=[O:32])[CH2:10]1)C1C=CC=CC=1.Cl.CN1C2C=CC=CC=2N(CC2OCCNC2)C1=O.[C:52]([OH:59])(=[O:58])/[CH:53]=[CH:54]\[C:55]([OH:57])=[O:56]>C(O)(C)C>[C:52]([OH:59])(=[O:58])/[CH:53]=[CH:54]\[C:55]([OH:57])=[O:56].[C:26]1([N:18]2[C:19]3[CH:24]=[C:23]([Cl:25])[CH:22]=[CH:21][C:20]=3[N:16]([CH2:15][CH:11]3[O:12][CH2:13][CH2:14][NH:9][CH2:10]3)[C:17]2=[O:32])[CH:27]=[CH:28][CH:29]=[CH:30][CH:31]=1 |f:0.1,2.3,6.7|. Procedure: 30 g of 4-benzyl-2-(1-phenyl-6-chloro-2,3-dihydro-benzimidazol-2-on-3-yl-methyl)-morpholine hydrochloride are treated as in part (a) of Example 2. After evaporation of the solvent under reduced pressure, 20 g of an oily product are obtained and are dissolved in hot isopropyl alcohol. A hot solution of maleic acid in isopropanol is added. The salt precipitates slowly, 19 g of 2-(1-phenyl-6-chloro-2,3-dihydro-benzimidazol-2-on-3-yl-methyl)-morpholine maleate are obtained, m.p. 234° C. The reactants are N1(CCCCC1)CCC1CC2=CC=C(C=C2CC1)OCC1=CC=C(C(=O)[O-])C=C1 (4-[[2-(2-piperidinoethyl)-6-tetraliny]oxymethyl]benzoate), C([O-])(O)=O.[Na+] (sodium bicarbonate), CC(C(=O)Cl)(C)C (Trimethylacetyl chloride), NC1=NC=CC=C1 (2-aminopyridine). Solvent: C1CCOC1 (THF), C(C)N(CC)CC (Triethylamine), C(C)(=O)OCC (ethyl acetate), C1CCOC1 (THF). Conditions: time 30 minute. Yields the product N1(CCCCC1)CCC1CC2=CC=C(C=C2CC1)OCC1=CC=C(C(=O)NC2=NC=CC=C2)C=C1 (4-[[2-(2-Piperidinoethyl)-6-tetralinyl]oxymethyl]-N-(2-pyridinyl)benzamide). Yield: 8.4%. As a reaction SMILES: [N:1]1([CH2:7][CH2:8][CH:9]2[CH2:18][CH2:17][C:16]3[C:11](=[CH:12][CH:13]=[C:14]([O:19][CH2:20][C:21]4[CH:29]=[CH:28][C:24]([C:25]([O-:27])=O)=[CH:23][CH:22]=4)[CH:15]=3)[CH2:10]2)[CH2:6][CH2:5][CH2:4][CH2:3][CH2:2]1.CC(C)(C)C(Cl)=O.[NH2:37][C:38]1[CH:43]=[CH:42][CH:41]=[CH:40][N:39]=1.C(=O)(O)[O-].[Na+]>C(OCC)(=O)C.C1COCC1.C(N(CC)CC)C>[N:1]1([CH2:7][CH2:8][CH:9]2[CH2:18][CH2:17][C:16]3[C:11](=[CH:12][CH:13]=[C:14]([O:19][CH2:20][C:21]4[CH:22]=[CH:23][C:24]([C:25]([NH:37][C:38]5[CH:43]=[CH:42][CH:41]=[CH:40][N:39]=5)=[O:27])=[CH:28][CH:29]=4)[CH:15]=3)[CH2:10]2)[CH2:2][CH2:3][CH2:4][CH2:5][CH2:6]1 |f:3.4|. Procedure: Triethylamine (0.11 ml) was added to THF suspension (6 ml) of 4-[[2-(2-piperidinoethyl)-6-tetraliny]oxymethyl]benzoate (300 mg). Trimethylacetyl chloride (0.095 ml) was added dropwise to the obtained suspension under ice-cooling, which was stirred for 30 minutes. The temperature of the reaction mixture was raised to room temperature, which was stirred for 1 hour. THF solution (1.0 ml) of 2-aminopyridine (110 mg) was added dropwise to the reaction mixture under ice-cooling, which was stirred for ... Reactants: O (water), ClC=1C=C(C(=NC1)[N+](=O)[O-])O (5-Chloro-2-nitropyridin-3-ol), C([O-])([O-])=O.[Cs+].[Cs+] (caesium carbonate), FC1=C(CBr)C(=CC=C1)F (2,6-difluorobenzyl bromide). Run in CN(C)C=O (DMF). Run at time 8 hour. Product: ClC=1C=C(C(=NC1)[N+](=O)[O-])OCC1=C(C=CC=C1F)F (5-Chloro-3-[(2,6-difluorobenzyl)oxy]-2-nitropyridine). Reaction SMILES: [Cl:1][C:2]1[CH:3]=[C:4]([OH:11])[C:5]([N+:8]([O-:10])=[O:9])=[N:6][CH:7]=1.C(=O)([O-])[O-].[Cs+].[Cs+].[F:18][C:19]1[CH:26]=[CH:25][CH:24]=[C:23]([F:27])[C:20]=1[CH2:21]Br.O>CN(C=O)C>[Cl:1][C:2]1[CH:3]=[C:4]([O:11][CH2:21][C:20]2[C:19]([F:18])=[CH:26][CH:25]=[CH:24][C:23]=2[F:27])[C:5]([N+:8]([O-:10])=[O:9])=[N:6][CH:7]=1 |f:1.2.3|. Reported procedure: 33 g of 5-chloro-2-nitropyridin-3-ol (Example 15A; 189 mmol, 1 equivalent) and 61.6 g of caesium carbonate (189 mmol, 1 equivalent) were initially charged in 528 ml of DMF, 40.4 g of 2,6-difluorobenzyl bromide (189 mmol, 1 equivalent) were added and the mixture was stirred at RT overnight. The reaction mixture was stirred into water/1N aqueous hydrochloric acid and the solid was filtered off, washed with water and air-dried. This gave 54.9 g (97% of theory) of the title compound. Starting materials: Cl (hydrochloric acid), C(=O)(O)C1=CC=C(C=C1)C=C(C)[N+](=O)[O-] (1-(4-carboxyphenyl)-2-nitroprop-1-ene), O (water). The reagents and catalysts are [Fe] (iron). Solvent: O1CCOCC1 (dioxan). Yields the product C(C(=O)C)C1=CC=C(C(=O)O)C=C1 (4-Acetonylbenzoic acid). RXN SMILES: Cl.[C:2]([C:5]1[CH:10]=[CH:9][C:8]([CH:11]=[C:12]([N+]([O-])=O)[CH3:13])=[CH:7][CH:6]=1)([OH:4])=[O:3].[OH2:17]>O1CCOCC1.[Fe]>[CH2:11]([C:8]1[CH:9]=[CH:10][C:5]([C:2]([OH:4])=[O:3])=[CH:6][CH:7]=1)[C:12]([CH3:13])=[O:17]. Procedure details: Concentrated hydrochloric acid (367 ml) was added dropwise to a mixture of 1-(4-carboxyphenyl)-2-nitroprop-1-ene (61.17 g) and iron powder (61.17 g) in dioxan (500 ml) at reflux. The heating was continued for 1 hour at the end of addition. The solution was cooled, water added, the dioxan evaporated and the residue extracted with chloroform and dried (MgSO4). Removal of the solvent gave a solid which was recrystallised from ethyl acetate to give 26 g of the title compound. τ (d6DMSO) 7.83 (3H, s)...